Dataset: the Open Reaction Database (ORD), a public repository of structured organic reaction records. Task: describe an organic reaction: reactants, conditions, products, and yield Starting materials: BrC1=CC2=CC3=CC=C(C=C3C=C2C=C1)Br (2,6-dibromoanthracene), C(C)OC(=C)[Sn](CCCC)(CCCC)CCCC (1-ethoxyvinyltri-n-butyltin), O1CCOCC1 (1,4-dioxane). Run in C(Cl)Cl (DCM), Cl (HCl). Procedure details: To a solution of 2,6-dibromoanthracene (1.2 g, 3.57 mmol) in 1,4-dioxane (20 mL) was added 1-ethoxyvinyltri-n-butyltin (3.65 mL, 10.71 mmol) under N2. Then Pd(PPh3)2Cl2 (0.251 g, 0.357 mmol) was added. The reaction mixture was heated at 100° C. for 16 h then cooled to rt and diluted with DCM and 1.5 N HCl. The organic layer was separated and the aqueous layer was extracted with DCM. The combined organic layer was dried over Na2SO4 and concentrated. The crude was purified by Combiflash Isco (Sili... Reaction conditions: temperature 100 celsius. Reaction SMILES: Br[C:2]1[CH:15]=[CH:14][C:13]2[C:4](=[CH:5][C:6]3[C:11]([CH:12]=2)=[CH:10][C:9](Br)=[CH:8][CH:7]=3)[CH:3]=1.C([O:19][C:20]([Sn](CCCC)(CCCC)CCCC)=[CH2:21])C.[O:35]1CCO[CH2:37][CH2:36]1>C(Cl)Cl.Cl.Cl[Pd](Cl)([P](C1C=CC=CC=1)(C1C=CC=CC=1)C1C=CC=CC=1)[P](C1C=CC=CC=1)(C1C=CC=CC=1)C1C=CC=CC=1>[CH:3]1[C:4]2[C:13](=[CH:12][C:11]3[C:6]([CH:5]=2)=[CH:7][CH:8]=[C:9]([C:36](=[O:35])[CH3:37])[CH:10]=3)[CH:14]=[CH:15][C:2]=1[C:20](=[O:19])[CH3:21] |^1:47,66|. The reagents and catalysts are Cl[Pd]([P](C1=CC=CC=C1)(C2=CC=CC=C2)C3=CC=CC=C3)([P](C4=CC=CC=C4)(C5=CC=CC=C5)C6=CC=CC=C6)Cl (Pd(PPh3)2Cl2). The product is C1=C(C=CC2=CC3=CC(=CC=C3C=C12)C(C)=O)C(C)=O (1,1′-(anthracene-2,6-diyl)diethanone). Product: c1ccc(COCc2ccccc2)cc1, O=C(c1ccc(O)cc1)C(F)(F)F. As a reaction SMILES: [Br:21][c:22]1[cH:23][cH:24][c:25]([OH:28])[cH:26][cH:27]1.[CH2:1]([Li:2])[CH2:3][CH2:4][CH3:5].[CH2:6]([c:7]1[cH:8][cH:9][cH:10][cH:11][cH:12]1)[O:13][CH2:14][c:15]1[cH:16][cH:17][cH:18][cH:19][cH:20]1.[CH3:43][c:44]1[cH:45][cH:46][cH:47][cH:48][cH:49]1.[ClH:37].[F:29][C:30]([C:31](=[O:32])[O:33][CH3:34])([F:35])[F:36].[O:38]1[CH2:39][CH2:40][CH2:41][CH2:42]1>>[CH2:6]([c:7]1[cH:8][cH:9][cH:10][cH:11][cH:12]1)[O:13][CH2:14][c:15]1[cH:16][cH:17][cH:18][cH:19][cH:20]1.[c:22]1([C:31]([C:30]([F:29])([F:35])[F:36])=[O:32])[cH:23][cH:24][c:25]([OH:28])[cH:26][cH:27]1. Starting materials: Oc1ccc(Br)cc1, [Li]CCCC, c1ccc(COCc2ccccc2)cc1, Cc1ccccc1, Cl, COC(=O)C(F)(F)F, C1CCOC1. The reactants are C(C)N1C2=C(N(C(C3=C1N=CC=C3)=O)C)C=CC(=N2)OS(=O)(=O)C(F)(F)F (5,11-dihydro-11-ethyl-5-methyl-2-trifluoromethanesulfonyloxy-6H-dipyrido[3,2-b:2',3'-e][1,4]diazepin-6-one), CC1=NNC=C1[Sn](CCCC)(CCCC)CCCC (3-methyl-4-(tributylstannyl)pyrazole). Yields the product C(C)N1C2=C(N(C(C3=C1N=CC=C3)=O)C)C=CC(=N2)C=2C(=NNC2)C (5,11-Dihydro-11-ethyl-5-methyl-2-(3-methylpyrazol-4-yl)-6H-dipyrido[3,2-b:2',3'-e][1,4]diazepin-6-one). RXN SMILES: [CH2:1]([N:3]1[C:9]2[N:10]=[CH:11][CH:12]=[CH:13][C:8]=2[C:7](=[O:14])[N:6]([CH3:15])[C:5]2[CH:16]=[CH:17][C:18](OS(C(F)(F)F)(=O)=O)=[N:19][C:4]1=2)[CH3:2].[CH3:28][C:29]1[C:33]([Sn](CCCC)(CCCC)CCCC)=[CH:32][NH:31][N:30]=1>>[CH2:1]([N:3]1[C:9]2[N:10]=[CH:11][CH:12]=[CH:13][C:8]=2[C:7](=[O:14])[N:6]([CH3:15])[C:5]2[CH:16]=[CH:17][C:18]([C:33]3[C:29]([CH3:28])=[N:30][NH:31][CH:32]=3)=[N:19][C:4]1=2)[CH3:2]. Procedure details: The title compound (mp 113°-115° C.) was prepared from 5,11-dihydro-11-ethyl-5-methyl-2-trifluoromethanesulfonyloxy-6H-dipyrido[3,2-b:2',3'-e][1,4]diazepin-6-one and 3-methyl-4-(tributylstannyl)pyrazole in a manner analogous to that described in Example 1. Starting materials: C1(CCCC1)C1=C(C=CC=C1)O (2-cyclopentylphenol), C(C=C)Br (allyl bromide), C([O-])([O-])=O.[K+].[K+] (potassium carbonate). Run in CC(=O)C (acetone). Conditions: time 26 hour. The product is C(C=C)OC1=C(C=CC=C1)C1CCCC1 (2-cyclopentylphenyl allyl ether). Isolated yield 97.7%. RXN SMILES: [CH:1]1([C:6]2[CH:11]=[CH:10][CH:9]=[CH:8][C:7]=2[OH:12])[CH2:5][CH2:4][CH2:3][CH2:2]1.[CH2:13](Br)[CH:14]=[CH2:15].C(=O)([O-])[O-].[K+].[K+]>CC(C)=O>[CH2:15]([O:12][C:7]1[CH:8]=[CH:9][CH:10]=[CH:11][C:6]=1[CH:1]1[CH2:2][CH2:3][CH2:4][CH2:5]1)[CH:14]=[CH2:13] |f:2.3.4|. Reported procedure: 486.7 g (3.0 mol) of 2-cyclopentylphenol, 472 g (3.9 mol) of allyl bromide and 830 g (6.0 mol) of potassium carbonate are heated under reflux in 2.5 l of acetone while stirring vigorously for 26 h. The cooled reaction mixture is filtered, and the filtrate is concentrated in vacuo. The residue is taken up in petroleum ether, and the solution is washed three times with 2N sodium hydroxide solution. The organic phase is dried over magnesium sulfate and concentrated in vacuo, and the residue is fina...